From a dataset of the Open Reaction Database (ORD), a public repository of structured organic reaction records. describe an organic reaction: reactants, conditions, products, and yield The reactants are ClCCl, C1COCCO1, CSc1cccc(C(CC2CCCC2)C(=O)N(C)C(C)C(O)c2ccccc2)c1, O, O=S(=O)(O)O. Yields the product CSc1cccc(C(CC2CCCC2)C(=O)O)c1. RXN SMILES: [CH2:35]([Cl:36])[Cl:37].[CH2:38]1[O:39][CH2:40][CH2:41][O:42][CH2:43]1.[CH:1]1([CH2:6][CH:7]([C:8](=[O:9])[N:10]([CH:11]([CH3:12])[CH:13]([OH:14])[c:15]2[cH:16][cH:17][cH:18][cH:19][cH:20]2)[CH3:21])[c:22]2[cH:23][c:24]([S:28][CH3:29])[cH:25][cH:26][cH:27]2)[CH2:2][CH2:3][CH2:4][CH2:5]1.[OH2:44].[S:30]([OH:31])(=[O:32])(=[O:33])[OH:34]>>[CH:1]1([CH2:6][CH:7]([C:8]([OH:9])=[O:31])[c:22]2[cH:23][c:24]([S:28][CH3:29])[cH:25][cH:26][cH:27]2)[CH2:2][CH2:3][CH2:4][CH2:5]1. Reactants: 4A, ClC(C(=O)OC)(F)Cl (methyl dichlorofluoroacetate), C(=O)C1(CC1)C1=CC=C(C=C1)OC(F)(F)F (1-formyl-1-(4-trifluoromethoxyphenyl)cyclopropane), C(C)(=O)OC(C)=O (acetic anhydride). Reagents/catalysts: [Zn] (zinc), [Cu]Cl (copper (I) chloride). Solvent: O1CCCC1 (tetrahydrofuran). Product: FC(=CC1(CC1)C1=CC=C(C=C1)OC(F)(F)F)C(=O)OC (1-(2-Fluoro-2-(methoxycarbonyl)ethenyl)-1-(4-trifluoromethoxyphenyl)cyclopropane). Isolated yield 31.5%. As a reaction SMILES: [CH:1]([C:3]1([C:6]2[CH:11]=[CH:10][C:9]([O:12][C:13]([F:16])([F:15])[F:14])=[CH:8][CH:7]=2)[CH2:5][CH2:4]1)=O.C(OC(=O)C)(=O)C.Cl[C:25](Cl)([F:30])[C:26]([O:28][CH3:29])=[O:27]>[Zn].[Cu]Cl.O1CCCC1>[F:30][C:25]([C:26]([O:28][CH3:29])=[O:27])=[CH:1][C:3]1([C:6]2[CH:11]=[CH:10][C:9]([O:12][C:13]([F:16])([F:15])[F:14])=[CH:8][CH:7]=2)[CH2:5][CH2:4]1. Procedure details: The method of Example 1 was repeated using zinc powder (1 g), copper (I) chloride (0.16 g), molecular sieve 4A (1.1 g), tetrahydrofuran (18 ml), 1-formyl-1-(4-trifluoromethoxyphenyl)cyclopropane (1.08 g), acetic anhydride (0.6 ml) and methyl dichlorofluoroacetate (0.86 g) to yield the title compound (0.45 g, 34%). Reactants: N1CCOCC1 (morpholine), C(C)(C)(C)OC(N(C)C1=C2N=CN(C2=NC=N1)C1=CC=C(C=C1)NC(=O)NC1=CC(=C(C=C1)C=O)C(F)(F)F)=O ((9-{4-[3-(4-formyl-3-(trifluoromethyl)phenyl)ureido]phenyl}-9H-purin-6-yl)-methyl-carbamic acid tert-butyl ester). Yields the product CNC1=C2N=CN(C2=NC=N1)C1=CC=C(C=C1)NC(=O)NC1=CC(=C(C=C1)CN1CCOCC1)C(F)(F)F (1-[4-(6-(Methylamino)purin-9-yl)phenyl]-3-(4-morpholin-4-ylmethyl-3-(trifluoromethyl)phenyl)urea). Reaction SMILES: [NH:1]1[CH2:6][CH2:5][O:4][CH2:3][CH2:2]1.C(O[C:12](=O)[N:13]([C:15]1[N:23]=[CH:22][N:21]=[C:20]2[C:16]=1[N:17]=[CH:18][N:19]2[C:24]1[CH:29]=[CH:28][C:27]([NH:30][C:31]([NH:33][C:34]2[CH:39]=[CH:38][C:37]([CH:40]=O)=[C:36]([C:42]([F:45])([F:44])[F:43])[CH:35]=2)=[O:32])=[CH:26][CH:25]=1)C)(C)(C)C>>[CH3:12][NH:13][C:15]1[N:23]=[CH:22][N:21]=[C:20]2[C:16]=1[N:17]=[CH:18][N:19]2[C:24]1[CH:29]=[CH:28][C:27]([NH:30][C:31]([NH:33][C:34]2[CH:39]=[CH:38][C:37]([CH2:40][N:1]3[CH2:6][CH2:5][O:4][CH2:3][CH2:2]3)=[C:36]([C:42]([F:45])([F:44])[F:43])[CH:35]=2)=[O:32])=[CH:26][CH:25]=1. Reported procedure: The title compound can be prepared from morpholine and (9-{4-[3-(4-formyl-3-(trifluoromethyl)phenyl)ureido]phenyl}-9H-purin-6-yl)-methyl-carbamic acid tert-butyl ester by the same techniques as in Example 168.